describe an organic reaction: reactants, conditions, products, and yield From a dataset of the Open Reaction Database (ORD), a public repository of structured organic reaction records. The reactants are NC=1C=C(C(=CC1F)F)N1C=C(C(C2=CC(=C(C=C12)F)F)=O)C(=O)OCC (Ethyl 1-(3-amino-4,6-difluorophenyl)-6,7-difluoro-1,4-dihydro-4-oxoquinoline-3-carboxylate), Cl (hydrochloric acid). Solvent: C(C)(=O)O (acetic acid). The product is NC=1C=C(C(=CC1F)F)N1C=C(C(C2=CC(=C(C=C12)F)F)=O)C(=O)O (1-(3-amino-4,6-difluorophenyl)-6,7-difluoro-1,4-dihydro-4-oxoquinoline-3-carboxylic acid). Isolated yield 89.6%. As a reaction SMILES: [NH2:1][C:2]1[CH:3]=[C:4]([N:10]2[C:19]3[C:14](=[CH:15][C:16]([F:21])=[C:17]([F:20])[CH:18]=3)[C:13](=[O:22])[C:12]([C:23]([O:25]CC)=[O:24])=[CH:11]2)[C:5]([F:9])=[CH:6][C:7]=1[F:8].Cl>C(O)(=O)C>[NH2:1][C:2]1[CH:3]=[C:4]([N:10]2[C:19]3[C:14](=[CH:15][C:16]([F:21])=[C:17]([F:20])[CH:18]=3)[C:13](=[O:22])[C:12]([C:23]([OH:25])=[O:24])=[CH:11]2)[C:5]([F:9])=[CH:6][C:7]=1[F:8]. Procedure details: Ethyl 1-(3-amino-4,6-difluorophenyl)-6,7-difluoro-1,4-dihydro-4-oxoquinoline-3-carboxylate (1 g) was added to 8 ml of acetic acid and 2 ml of hydrochloric acid. The solution was heated at reflux overnight. After cooling down, the solution was concentrated in vacua. Ethanol was added to the residue whereupon the solid was collected by filtration and washed with diethyl ether to give 830 mg of the title compound. Reactants: CO, Fc1ccc2c(c1)CCC(C1CO1)O2, NCc1ccccc1. The product is OC(C=NCc1ccccc1)C1CCc2cc(F)ccc2O1. RXN SMILES: [CH3:23][OH:24].[F:1][c:2]1[cH:3][c:4]2[c:9]([cH:10][cH:11]1)[O:8][CH:7]([CH:12]1[O:13][CH2:14]1)[CH2:6][CH2:5]2.[NH2:15][CH2:16][c:17]1[cH:18][cH:19][cH:20][cH:21][cH:22]1>>[F:1][c:2]1[cH:3][c:4]2[c:9]([cH:10][cH:11]1)[O:8][CH:7]([CH:12]([OH:13])[CH:14]=[N:15][CH2:16][c:17]1[cH:18][cH:19][cH:20][cH:21][cH:22]1)[CH2:6][CH2:5]2. Reactants: C(C)(=O)Cl (Acetyl chloride), [Si](C1=CC=CC=C1)(C1=CC=CC=C1)(C(C)(C)C)OC1=C(C(=C(C(=C1C)C(CCCCCC(=O)OC)C1=CC=CC=C1)O)C)C (4-tert-Butyldiphenylsilyloxy-1-hydroxy-6-(6-methoxycarbonyl-1-phenylhexyl)-2,3,5-trimethylbenzene), O (water). Run in C(C)N(CC)CC (triethylamine), ClCCl (dichloromethane). Run at time 2 hour. The product is C(C)(=O)OC1=C(C(=C(C(=C1C(CCCCCC(=O)OC)C1=CC=CC=C1)C)O[Si](C1=CC=CC=C1)(C1=CC=CC=C1)C(C)(C)C)C)C (1-acetoxy-4-tert-butyldiphenylsilyloxy-6-(6-methoxycarbonyl-1-phenylhexyl)-2,3,5-trimethylbenzene). Reaction SMILES: [Si:1]([O:18][C:19]1[C:24]([CH3:25])=[C:23]([CH:26]([C:36]2[CH:41]=[CH:40][CH:39]=[CH:38][CH:37]=2)[CH2:27][CH2:28][CH2:29][CH2:30][CH2:31][C:32]([O:34][CH3:35])=[O:33])[C:22]([OH:42])=[C:21]([CH3:43])[C:20]=1[CH3:44])([C:14]([CH3:17])([CH3:16])[CH3:15])([C:8]1[CH:13]=[CH:12][CH:11]=[CH:10][CH:9]=1)[C:2]1[CH:7]=[CH:6][CH:5]=[CH:4][CH:3]=1.[C:45](Cl)(=[O:47])[CH3:46].O>ClCCl.C(N(CC)CC)C>[C:45]([O:42][C:22]1[C:23]([CH:26]([C:36]2[CH:41]=[CH:40][CH:39]=[CH:38][CH:37]=2)[CH2:27][CH2:28][CH2:29][CH2:30][CH2:31][C:32]([O:34][CH3:35])=[O:33])=[C:24]([CH3:25])[C:19]([O:18][Si:1]([C:14]([CH3:17])([CH3:16])[CH3:15])([C:8]2[CH:9]=[CH:10][CH:11]=[CH:12][CH:13]=2)[C:2]2[CH:7]=[CH:6][CH:5]=[CH:4][CH:3]=2)=[C:20]([CH3:44])[C:21]=1[CH3:43])(=[O:47])[CH3:46]. Procedure details: 4-tert-Butyldiphenylsilyloxy-1-hydroxy-6-(6-methoxycarbonyl-1-phenylhexyl)-2,3,5-trimethylbenzene (22.2 g, 36.46 mM) was dissolved in dichloromethane (200 ml) and triethylamine (8.3 ml, 59.9 mM). Acetyl chloride (4.1 ml, 57.7 mM) was added under ice-cooling, and the mixture was stirred for 2 hours. The reaction mixture was poured into ice-cooled water (100 ml) and stirred for 20 minutes. Then the organic layer was washed with water, dried over anhydrous sodium sulfate and concentrated to obtain ... The reactants are CS(=O)c1ncc2ccc(-c3ccc(S(C)(=O)=O)cc3)n2n1, COCC(C)O, CCN(C(C)C)C(C)C, CC1(C)CCC(=O)Nc2cc(N)ccc21. Product: COCC(C)Oc1ncc2ccc(-c3ccc(S(C)(=O)=O)cc3)n2n1. RXN SMILES: [CH3:1][S:2](=[O:3])[c:4]1[n:5][n:6]2[c:7]([cH:8][n:9]1)[cH:10][cH:11][c:12]2-[c:13]1[cH:14][cH:15][c:16]([S:19](=[O:20])(=[O:21])[CH3:22])[cH:17][cH:18]1.[CH3:38][O:39][CH2:40][CH:41]([CH3:42])[OH:43].[CH:44]([N:45]([CH2:46][CH3:47])[CH:48]([CH3:49])[CH3:50])([CH3:51])[CH3:52].[NH2:23][c:24]1[cH:25][cH:26][c:27]2[c:36]([cH:37]1)[NH:35][C:33](=[O:34])[CH2:32][CH2:31][C:28]2([CH3:29])[CH3:30]>>[c:4]1([O:43][CH:41]([CH2:40][O:39][CH3:38])[CH3:42])[n:5][n:6]2[c:7]([cH:8][n:9]1)[cH:10][cH:11][c:12]2-[c:13]1[cH:14][cH:15][c:16]([S:19](=[O:20])(=[O:21])[CH3:22])[cH:17][cH:18]1. Reactants: C(=O)(O)[O-].[Na+] (NaHCO3), O (water), NC(CC1=CNC2=CC=C(C=C12)O)C (3-(2-aminopropyl)-1H-indol-5-ol), ClC(=O)OCC1C2=CC=CC=C2C=2C=CC=CC12 (9-Fluorenylmethyl chloroformate). Solvent: O1CCOCC1 (1,4-dioxane). Reaction conditions: temperature 23 celsius, time 16 hour. Yields the product NC(CC1=CNC2=CC=C(C=C12)OC(CC)=O)C (Propionic acid 3-(2-aminopropyl)1H-indol-5-yl ester). Yield: 162.4%. As a reaction SMILES: [NH2:1][CH:2]([CH3:14])[CH2:3][C:4]1[C:12]2[C:7](=[CH:8][CH:9]=[C:10]([OH:13])[CH:11]=2)[NH:6][CH:5]=1.C([O-])(O)=O.[Na+].O.ClC([O:24][CH2:25][CH:26]1C2C=CC=CC=2C2[C:27]1=CC=CC=2)=O>O1CCOCC1>[NH2:1][CH:2]([CH3:14])[CH2:3][C:4]1[C:12]2[C:7](=[CH:8][CH:9]=[C:10]([O:13][C:25](=[O:24])[CH2:26][CH3:27])[CH:11]=2)[NH:6][CH:5]=1 |f:1.2|. Procedure details: A 35 mL round bottom flask was charged with 3-(2-aminopropyl)-1H-indol-5-ol (0.20 g, 0.65 mmol) was added NaHCO3 (0.9 g, 11 mmol), water (2 mL) and 1,4-dioxane (8 mL). 9-Fluorenylmethyl chloroformate (0.20 g, 0.82 mmol) was added and the mixture stirred for 16 h at 23° C. TLC analysis indicated that the reaction was complete and the solution decanted into aqueous NaHCO3, then extracted with ether (2×30 mL). The combined organic extracts were washed with water (20 mL), dried over MgSO4 and concen...